This data is from the Open Reaction Database (ORD), a public repository of structured organic reaction records. The task is: describe an organic reaction: reactants, conditions, products, and yield The reactants are CCOC1(OCC)CCCN(Cc2ccccc2)C1, [H][H]. Product: CCOC1(OCC)CCCNC1. RXN SMILES: [CH2:1]([c:2]1[cH:3][cH:4][cH:5][cH:6][cH:7]1)[N:8]1[CH2:9][C:10]([O:14][CH2:15][CH3:16])([O:17][CH2:18][CH3:19])[CH2:11][CH2:12][CH2:13]1.[H:20][H:21]>>[NH:8]1[CH2:9][C:10]([O:14][CH2:15][CH3:16])([O:17][CH2:18][CH3:19])[CH2:11][CH2:12][CH2:13]1. Starting materials: Brc1ncccn1, OB(O)c1ccc(Br)c(F)c1, Cc1ccccc1, CCO, [Na+], [Na+], O=C([O-])[O-]. Product: Fc1cc(-c2ncccn2)ccc1Br. As a reaction SMILES: [Br:12][c:13]1[n:14][cH:15][cH:16][cH:17][n:18]1.[Br:1][c:2]1[c:3]([F:11])[cH:4][c:5]([B:8]([OH:9])[OH:10])[cH:6][cH:7]1.[CH3:25][c:26]1[cH:27][cH:28][cH:29][cH:30][cH:31]1.[CH3:32][CH2:33][OH:34].[Na+:19].[Na+:20].[O-:21][C:22](=[O:23])[O-:24]>>[Br:1][c:2]1[c:3]([F:11])[cH:4][c:5](-[c:13]2[n:14][cH:15][cH:16][cH:17][n:18]2)[cH:6][cH:7]1. RXN SMILES: [Na].[Cl:2][C:3]1[C:4]([OH:11])=[N:5][C:6]([F:10])=[C:7]([Cl:9])[CH:8]=1.Br[CH2:13][C:14]([O:16][CH2:17][CH3:18])=[O:15]>C(O)C>[CH2:17]([O:16][C:14](=[O:15])[CH2:13][O:11][C:4]1[C:3]([Cl:2])=[CH:8][C:7]([Cl:9])=[C:6]([F:10])[N:5]=1)[CH3:18] |^1:0|. The reactants are ClC=1C(=NC(=C(C1)Cl)F)O (3,5-dichloro-6-fluoro-2-pyridinol), [Na] (sodium), BrCC(=O)OCC (ethyl bromoacetate). Solvent: C(C)O (ethanol). Product: C(C)OC(COC1=NC(=C(C=C1Cl)Cl)F)=O (Ethyl(3,5-dichloro-6-fluoro-2-pyridyloxy)-acetate). Reported procedure: A solution was prepared by dissolving 6.9 grams (0.3 mole) of sodium metal in 700 milliliters of 95 percent ethanol. To this solution was added with stirring 54.5 grams (0.3 mole) of 3,5-dichloro-6-fluoro-2-pyridinol. Thereafter 58.5 grams (0.35 mole) of ethyl bromoacetate was added and the mixture refluxed for 5 hours. At the completion of the reaction, the ethanol was distilled off and the residue poured into water. The solid which precipitated was filtered off and taken up in hexane and dried... Conditions: time 3 hour. Run in C(C)O (ethanol), O (water). Yields the product CC1=CC=C(C=C1)C(C=O)C(F)(F)F (2-(4-methylphenyl)-3,3,3-trifluoropropanal). Reactants: [OH-].[K+] (potassium hydroxide), CC1=CC=C(C=C1)C1(C(C(=O)OCC)O1)C(F)(F)F (ethyl 3-(4-methylphenyl)-2,3-epoxy-4,4,4-trifluorobutyrate), ice water. As a reaction SMILES: [OH-].[K+].[CH3:3][C:4]1[CH:9]=[CH:8][C:7]([C:10]2([C:18]([F:21])([F:20])[F:19])[O:17][CH:11]2C(OCC)=O)=[CH:6][CH:5]=1>C(O)C.O>[CH3:3][C:4]1[CH:5]=[CH:6][C:7]([CH:10]([C:18]([F:19])([F:20])[F:21])[CH:11]=[O:17])=[CH:8][CH:9]=1 |f:0.1|. Reported procedure: Into a solution of 4.8 g of potassium hydroxide in 20 ml of ethanol and 5 ml of water, 8.0 g or ethyl 3-(4-methylphenyl)-2,3-epoxy-4,4,4-trifluorobutyrate was added with ice-cooling. The reaction solution was stirred at room temperature for 3 hours. Thereafter, the reaction solution was poured into ice water. The resulting solution was washed with diethyl ether and adjusted to pH 3 with 10% HCl and extracted twice with diethyl ether. The ether layers were combined and washed with saturated sodiu... Product: CNC(=O)C1CN(c2cc(F)c3c(c2)CCC(=O)N3C)C(=O)O1. Reaction SMILES: [CH3:1][O:2][C:3](=[O:4])[CH:5]1[CH2:6][N:7]([c:11]2[cH:12][c:13]3[c:18]([c:19]([F:21])[cH:20]2)[N:17]([CH3:22])[C:16](=[O:23])[CH2:15][CH2:14]3)[C:8](=[O:10])[O:9]1.[CH3:24][NH2:25].[CH3:26][OH:27]>>[O:2]=[C:3]([CH:5]1[CH2:6][N:7]([c:11]2[cH:12][c:13]3[c:18]([c:19]([F:21])[cH:20]2)[N:17]([CH3:22])[C:16](=[O:23])[CH2:15][CH2:14]3)[C:8](=[O:10])[O:9]1)[NH:25][CH3:24]. The reactants are COC(=O)C1CN(c2cc(F)c3c(c2)CCC(=O)N3C)C(=O)O1, CN, CO. Reactants: ClC=1C(=CC(=C(C(=O)OC(C)(C)C)C1)F)NC1=NC=C2N(C(CCN(C2=N1)C1CCCC1)=O)C (tert-butyl 5-chloro-4-[(2-cyclopentyl-6-methyl-5-oxo-2,6,9,11-tetrazabicyclo[5.4.0]undeca-7,9,11-trien-10-yl)amino]-2-fluoro-benzoate), NC1=C(C(=C(C(=O)OC(C)(C)C)C=C1Cl)F)Cl (tert-butyl 4-amino-3,5-dichloro-2-fluoro-benzoate). The product is ClC=1C(=C(C(=O)OC(C)(C)C)C=C(C1NC1=NC=C2N(C(CCN(C2=N1)C1CCCC1)=O)C)Cl)F (tert-butyl 3,5-dichloro-4-[(2-cyclopentyl-6-methyl-5-oxo-2,6,9,11-tetrazabicyclo[5.4.0]undeca-7,9,11-trien-10-yl)amino]-2-fluoro-benzoate), C(C)(C)(C)OC(C1=C(C=C(C(=C1)Cl)N)F)=O (4-Amino-5-chloro-2-fluorobenzoic acid tert-butyl ester). As a reaction SMILES: [Cl:1][C:2]1[C:3]([NH:16][C:17]2[N:27]=[C:26]3[C:20]([N:21]([CH3:34])[C:22](=[O:33])[CH2:23][CH2:24][N:25]3[CH:28]3[CH2:32][CH2:31][CH2:30][CH2:29]3)=[CH:19][N:18]=2)=[CH:4][C:5]([F:15])=[C:6]([CH:14]=1)[C:7]([O:9][C:10]([CH3:13])([CH3:12])[CH3:11])=[O:8].[NH2:35][C:36]1[C:48]([Cl:49])=[CH:47][C:39]([C:40]([O:42][C:43]([CH3:46])([CH3:45])[CH3:44])=[O:41])=[C:38]([F:50])[C:37]=1Cl>>[Cl:49][C:4]1[C:5]([F:15])=[C:6]([CH:14]=[C:2]([Cl:1])[C:3]=1[NH:16][C:17]1[N:27]=[C:26]2[C:20]([N:21]([CH3:34])[C:22](=[O:33])[CH2:23][CH2:24][N:25]2[CH:28]2[CH2:32][CH2:31][CH2:30][CH2:29]2)=[CH:19][N:18]=1)[C:7]([O:9][C:10]([CH3:13])([CH3:12])[CH3:11])=[O:8].[C:43]([O:42][C:40](=[O:41])[C:39]1[CH:47]=[C:48]([Cl:49])[C:36]([NH2:35])=[CH:37][C:38]=1[F:50])([CH3:46])([CH3:44])[CH3:45]. Reported procedure: The title compound was prepared by an analogous method to the preparation of Intermediate 220, utilising tert-butyl 4-amino-3,5-dichloro-2-fluoro-benzoate (Isolated as a by-product during the preparation of Intermediate 177; 236 mg, 0.45 mmol), as an off-white solid (180 mg, 87%). Reactants: C(=O)(OC)C1=NC=NN1 (5-carbomethoxy-1,2,4-triazole), CN1N=C(N=N1)C1=CC(=C(OCCCBr)C(=C1)C)C (3-[4-(2-methyl-tetrazol-5-yl)-2,6-dimethylphenoxy]-propylbromide), CCCCCC (Hexane), [H-].[Na+] (NaH). Run in CN(C)C=O (DMF), CN(C)C=O (DMF), CN(C)C=O (DMF). Run at time 1 hour. Yields the product C(=O)(OC)C=1N=CN(N1)CCCOC1=C(C=C(C=C1C)C=1N=NN(N1)C)C (5-carbomethoxy-2-[3-[4-(2-methyl-tetrazol-5-yl)-2,6-dimethylphenoxy]propyl]-1,2,4-triazole). The yield is 39.8%. As a reaction SMILES: CCCCCC.[H-].[Na+].[C:9]([C:13]1[NH:17][N:16]=[CH:15][N:14]=1)([O:11][CH3:12])=[O:10].[CH3:18][N:19]1[N:23]=[N:22][C:21]([C:24]2[CH:34]=[C:33]([CH3:35])[C:27]([O:28][CH2:29][CH2:30][CH2:31]Br)=[C:26]([CH3:36])[CH:25]=2)=[N:20]1>CN(C=O)C>[C:9]([C:13]1[N:14]=[CH:15][N:16]([CH2:31][CH2:30][CH2:29][O:28][C:27]2[C:26]([CH3:36])=[CH:25][C:24]([C:21]3[N:22]=[N:23][N:19]([CH3:18])[N:20]=3)=[CH:34][C:33]=2[CH3:35])[N:17]=1)([O:11][CH3:12])=[O:10] |f:1.2|. Procedure: Hexane washed 60% NaH (22 mg, 0.55 mmol) in 0.5 ml of DMF was added at 20° C. to a solution of 5-carbomethoxy-1,2,4-triazole (63.5 mg, 0.5 mmol) in 0.5 ml of DMF and the mixture was stirred for 1 h. To the above mixture was added at 20° C. 3-[4-(2-methyl-tetrazol-5-yl)-2,6-dimethylphenoxy]-propylbromide (163 mg, 0.5 mmol) in 0.5 ml of DMF and the mixture was stirred at 20° C. for 18 h. The mixture was partitioned between ice/water and ethyl acetate. The aqueous layer was extracted with ethyl ace... The reactants are CCOc1ccc(-c2ncc(C#N)c(Cl)n2)cc1, C1COCCO1, [Zn]. The product is CCOc1ccc(-c2ncc(C#N)cn2)cc1. As a reaction SMILES: [Cl:1][c:2]1[n:3][c:4](-[c:10]2[cH:11][cH:12][c:13]([O:16][CH2:17][CH3:18])[cH:14][cH:15]2)[n:5][cH:6][c:7]1[C:8]#[N:9].[O:20]1[CH2:21][CH2:22][O:23][CH2:24][CH2:25]1.[Zn:19]>>[cH:2]1[n:3][c:4](-[c:10]2[cH:11][cH:12][c:13]([O:16][CH2:17][CH3:18])[cH:14][cH:15]2)[n:5][cH:6][c:7]1[C:8]#[N:9]. The reactants are CN(C)C=O, Cc1ccccc1, O=C(Cl)C(=O)Cl, O=C(O)Cc1ccc(F)cc1. Product: O=C(Cl)Cc1ccc(F)cc1. As a reaction SMILES: [CH3:12][N:13]([CH3:14])[CH:15]=[O:16].[CH3:23][c:24]1[cH:25][cH:26][cH:27][cH:28][cH:29]1.[Cl:17][C:18]([C:19]([Cl:20])=[O:21])=[O:22].[F:1][c:2]1[cH:3][cH:4][c:5]([CH2:8][C:9](=[O:10])[OH:11])[cH:6][cH:7]1>>[F:1][c:2]1[cH:3][cH:4][c:5]([CH2:8][C:9](=[O:11])[Cl:17])[cH:6][cH:7]1. The reactants are BrC(Br)(Br)Br, CC(C)(C)OC(=O)N1CCCC1C=O, ClCCl, c1ccc(P(c2ccccc2)c2ccccc2)cc1. The product is C#CC1CCCN1C(=O)OC(C)(C)C. As a reaction SMILES: [C:15]([Br:16])([Br:17])([Br:18])[Br:19].[C:1]([CH3:2])([CH3:3])([CH3:4])[O:5][C:6](=[O:7])[N:8]1[CH:9]([CH:13]=[O:14])[CH2:10][CH2:11][CH2:12]1.[CH2:39]([Cl:40])[Cl:41].[c:20]1([P:21]([c:22]2[cH:23][cH:24][cH:25][cH:26][cH:27]2)[c:28]2[cH:29][cH:30][cH:31][cH:32][cH:33]2)[cH:34][cH:35][cH:36][cH:37][cH:38]1>>[C:1]([CH3:2])([CH3:3])([CH3:4])[O:5][C:6](=[O:7])[N:8]1[CH:9]([C:13]#[CH:15])[CH2:10][CH2:11][CH2:12]1.